This data is from the Open Reaction Database (ORD), a public repository of structured organic reaction records. The task is: describe an organic reaction: reactants, conditions, products, and yield The reactants are N1CCC2=CC(=CC=C12)N1C(N(C=2C1=NC=CC2)C(C)C)=O (3-(2,3-dihydro-1H-indol-5-yl)-1-(1-methylethyl)-1,3-dihydro-2H-imidazo[4,5-b]pyridin-2-one), ClC1=NC=2C(=NC=CC2)N1 (2-chloro-3H-imidazo[4,5-b]pyridine), C(=O)(O)[O-].[Na+] (NaHCO3). Solvent: CN1CCCC1=O (NMP). Run at temperature 140 celsius, time 1.5 hour. Product: N1=C(NC2=NC=CC=C21)N2CCC1=CC(=CC=C21)N2C(N(C=1C2=NC=CC1)C(C)C)=O (3-[1-(3H-imidazo[4,5-b]pyridin-2-yl)-2,3-dihydro-1H-indol-5-yl]-1-(1-methylethyl)-1,3-dihydro-2H-imidazo[4,5-b]pyridin-2-one). Yield: 5.4%. RXN SMILES: [NH:1]1[C:9]2[C:4](=[CH:5][C:6]([N:10]3[C:14]4=[N:15][CH:16]=[CH:17][CH:18]=[C:13]4[N:12]([CH:19]([CH3:21])[CH3:20])[C:11]3=[O:22])=[CH:7][CH:8]=2)[CH2:3][CH2:2]1.Cl[C:24]1[NH:32][C:27]2=[N:28][CH:29]=[CH:30][CH:31]=[C:26]2[N:25]=1.C([O-])(O)=O.[Na+]>CN1C(=O)CCC1>[N:25]1[C:26]2[C:27](=[N:28][CH:29]=[CH:30][CH:31]=2)[NH:32][C:24]=1[N:1]1[C:9]2[C:4](=[CH:5][C:6]([N:10]3[C:14]4=[N:15][CH:16]=[CH:17][CH:18]=[C:13]4[N:12]([CH:19]([CH3:20])[CH3:21])[C:11]3=[O:22])=[CH:7][CH:8]=2)[CH2:3][CH2:2]1 |f:2.3|. Procedure details: A mixture of 3-(2,3-dihydro-1H-indol-5-yl)-1-(1-methylethyl)-1,3-dihydro-2H-imidazo[4,5-b]pyridin-2-one (200 mg) and 2-chloro-3H-imidazo[4,5-b]pyridine (115 mg) in NMP (4 mL) was stirred at 140° C. for 1.5 h, treated with saturated NaHCO3, and extracted with AcOEt. The organic layer was dried over MgSO4, passed through celite pad covered with activated carbon and concentrated in vacuo. The residue was purified by prep. HPLC. The product was crystallized from EtOH/hexane to give the title compoun... Starting materials: Cc1cc(C(=O)Cl)ccc1Br, CN1CCNCC1, Cc1ccccc1. Product: Cc1cc(C(=O)N2CCN(C)CC2)ccc1Br. As a reaction SMILES: [Br:1][c:2]1[c:3]([CH3:11])[cH:4][c:5]([C:6](=[O:7])[Cl:8])[cH:9][cH:10]1.[CH3:12][N:13]1[CH2:14][CH2:15][NH:16][CH2:17][CH2:18]1.[CH3:19][c:20]1[cH:21][cH:22][cH:23][cH:24][cH:25]1>>[Br:1][c:2]1[c:3]([CH3:11])[cH:4][c:5]([C:6](=[O:7])[N:16]2[CH2:15][CH2:14][N:13]([CH3:12])[CH2:18][CH2:17]2)[cH:9][cH:10]1. The reactants are BrCC1(S[C@H]2N(C1C(=O)OCC(Cl)(Cl)Cl)C(C2NC(CC2=CC=CC=C2)=O)=O)C (2,2,2-Trichloroethyl 2-bromomethyl-2-methyl-6-(2-phenylacetamido)penam-3-carboxylate), NC1=CC=CC=C1 (aniline). Reagents/catalysts: F[B-](F)(F)F.[Ag+] (silver fluoroborate). Solvent: C(Cl)Cl (methylene chloride). Run at temperature -10 celsius. Yields the product N(C1=CC=CC=C1)CC1(S[C@H]2N(C1C(=O)OCC(Cl)(Cl)Cl)C(C2NC(CC2=CC=CC=C2)=O)=O)C (2,2,2-trichloroethyl 2-anilinomethyl-2-methyl-6-(2-phenylacetamido)-penam-3-carboxylate). The yield is 74.7%. RXN SMILES: Br[CH2:2][C:3]1([CH3:29])[CH:7]([C:8]([O:10][CH2:11][C:12]([Cl:15])([Cl:14])[Cl:13])=[O:9])[N:6]2[C:16](=[O:28])[CH:17]([NH:18][C:19](=[O:27])[CH2:20][C:21]3[CH:26]=[CH:25][CH:24]=[CH:23][CH:22]=3)[C@H:5]2[S:4]1.[NH2:30][C:31]1[CH:36]=[CH:35][CH:34]=[CH:33][CH:32]=1>C(Cl)Cl.F[B-](F)(F)F.[Ag+]>[NH:30]([CH2:2][C:3]1([CH3:29])[CH:7]([C:8]([O:10][CH2:11][C:12]([Cl:15])([Cl:14])[Cl:13])=[O:9])[N:6]2[C:16](=[O:28])[CH:17]([NH:18][C:19](=[O:27])[CH2:20][C:21]3[CH:26]=[CH:25][CH:24]=[CH:23][CH:22]=3)[C@H:5]2[S:4]1)[C:31]1[CH:36]=[CH:35][CH:34]=[CH:33][CH:32]=1 |f:3.4|. Procedure: 2,2,2-Trichloroethyl 2-bromomethyl-2-methyl-6-(2-phenylacetamido)penam-3-carboxylate (1.10 g) dissolved in methylene chloride (15 ml). To this solution was added aniline (0.28 g) under cooling at -10°C and then silver fluoroborate (0.43 g), after which the mixture was stirred for 2 hours. After the reaction was completed, the reaction mixture was washed with a dilute phosphoric acid aqueous solution and then with water, dried over magnesium sulfate, after which the solvent was distilled off. The... The reactants are [Al+3], CCOC(=O)C1CC1c1ccc(F)c2nn(C)cc12, [H-], [H-], [H-], [H-], [Li+], [Na+], [Na+], C1CCOC1, O, O, O, O, O, O, O, O, O, O, O=S(=O)([O-])[O-]. The product is Cn1cc2c(C3CC3CO)ccc(F)c2n1. RXN SMILES: [Al+3:2].[F:7][c:8]1[cH:9][cH:10][c:11]([CH:18]2[CH:19]([C:21](=[O:22])[O:23][CH2:24][CH3:25])[CH2:20]2)[c:12]2[cH:13][n:14]([CH3:17])[n:15][c:16]12.[H-:1].[H-:4].[H-:5].[H-:6].[Li+:3].[Na+:41].[Na+:42].[O:43]1[CH2:44][CH2:45][CH2:46][CH2:47]1.[OH2:26].[OH2:27].[OH2:28].[OH2:29].[OH2:30].[OH2:31].[OH2:32].[OH2:33].[OH2:34].[OH2:35].[S:36]([O-:37])([O-:38])(=[O:39])=[O:40]>>[F:7][c:8]1[cH:9][cH:10][c:11]([CH:18]2[CH:19]([CH2:21][OH:22])[CH2:20]2)[c:12]2[cH:13][n:14]([CH3:17])[n:15][c:16]12.